Dataset: the Open Reaction Database (ORD), a public repository of structured organic reaction records. Task: describe an organic reaction: reactants, conditions, products, and yield Reactants: C1(=CC=CC=C1)N1N=C(C2=CC=CC=C12)C1CCN(CC1)C#N (4-(1-phenyl-1H-indazol-3-yl)-piperidine-1-carbonitrile), C[O-].[Na+] (sodium methoxide). Run in CO (methanol). Run at time 16 hour. The product is COC(=N)N1CCC(CC1)C1=NN(C2=CC=CC=C12)C1=CC=CC=C1 (4-(1-Phenyl-1H-indazol-3-yl)piperidine-1-carboximidic acid methyl ester). Yield: 80.5%. RXN SMILES: [C:1]1([N:7]2[C:15]3[C:10](=[CH:11][CH:12]=[CH:13][CH:14]=3)[C:9]([CH:16]3[CH2:21][CH2:20][N:19]([C:22]#[N:23])[CH2:18][CH2:17]3)=[N:8]2)[CH:6]=[CH:5][CH:4]=[CH:3][CH:2]=1.[CH3:24][O-:25].[Na+]>CO>[CH3:24][O:25][C:22]([N:19]1[CH2:18][CH2:17][CH:16]([C:9]2[C:10]3[C:15](=[CH:14][CH:13]=[CH:12][CH:11]=3)[N:7]([C:1]3[CH:2]=[CH:3][CH:4]=[CH:5][CH:6]=3)[N:8]=2)[CH2:21][CH2:20]1)=[NH:23] |f:1.2|. Procedure details: A mixture of 4-(1-phenyl-1H-indazol-3-yl)piperidine-1-carbonitrile of Example 73 (4.0 g, 0.013 moles) and sodium methoxide (3 ml of 25% sodium methoxide in methanol, 0.013 moles) in methanol (30 ml) was warmed to effect solution and then stirred at ambient temperature for 16 hours. The solvent was removed which left an oil (4.5 g). The oil was dissolved in ether, washed with H2O, and dried (MgSO4). Removal of the ether left an oil which began to crystallize upon standing. Crystallization was enh...